Dataset: the Open Reaction Database (ORD), a public repository of structured organic reaction records. Task: describe an organic reaction: reactants, conditions, products, and yield Starting materials: ClC1=CC(=C(C#N)C=C1)F (4-chloro-2-fluorobenzonitrile), [N+](=O)(O)[O-] (HNO3). The solvent is OS(=O)(=O)O (H2SO4). Conditions: temperature 1.5 celsius, time 2 hour. Yields the product ClC1=CC(=C(C#N)C=C1[N+](=O)[O-])F (4-Chloro-2-fluoro-5-nitrobenzonitrile). As a reaction SMILES: [Cl:1][C:2]1[CH:9]=[CH:8][C:5]([C:6]#[N:7])=[C:4]([F:10])[CH:3]=1.[N+:11]([O-])([OH:13])=[O:12]>OS(O)(=O)=O>[Cl:1][C:2]1[C:9]([N+:11]([O-:13])=[O:12])=[CH:8][C:5]([C:6]#[N:7])=[C:4]([F:10])[CH:3]=1. Procedure details: A mixture of 4-chloro-2-fluorobenzonitrile (4.62 g; 29.7 mmol) in conc. H2SO4 (42 mL) was treated dropwise with conc. HNO3 (3.9 mL) at 1-2° C. After stirring at 1-2° C. for 2 h the mixture was poured into ice and filtered. The reactants are NC=1C=C(C=CC1)C1=C(C=NC2=C(C=CC=C12)C(F)(F)F)C(=O)C1=CC=CC=C1 ([4-(3-aminophenyl)-8-(trifluoromethyl)quinolin-3-yl](phenyl)methanone), C(=O)C1=CC=C(C=C1)C=CC(=O)O (3-(4-formyl-phenyl)-acrylic acid). Yields the product C(C1=CC=CC=C1)(=O)C=1C=NC2=C(C=CC=C2C1C=1C=C(C=CC1)NCC1=CC=C(C=C1)/C=C/C(=O)O)C(F)(F)F ((2E)-3-{4-[({3-[3-BENZOYL-8-(TRIFLUOROMETHYL)QUINOLIN-4-YL]PHENYL}AMINO)METHYL]PHENYL}ACRYLIC ACID). As a reaction SMILES: [NH2:1][C:2]1[CH:3]=[C:4]([C:8]2[C:17]3[C:12](=[C:13]([C:18]([F:21])([F:20])[F:19])[CH:14]=[CH:15][CH:16]=3)[N:11]=[CH:10][C:9]=2[C:22]([C:24]2[CH:29]=[CH:28][CH:27]=[CH:26][CH:25]=2)=[O:23])[CH:5]=[CH:6][CH:7]=1.[CH:30]([C:32]1[CH:37]=[CH:36][C:35]([CH:38]=[CH:39][C:40]([OH:42])=[O:41])=[CH:34][CH:33]=1)=O>>[C:22]([C:9]1[CH:10]=[N:11][C:12]2[C:17]([C:8]=1[C:4]1[CH:3]=[C:2]([NH:1][CH2:30][C:32]3[CH:33]=[CH:34][C:35](/[CH:38]=[CH:39]/[C:40]([OH:42])=[O:41])=[CH:36][CH:37]=3)[CH:7]=[CH:6][CH:5]=1)=[CH:16][CH:15]=[CH:14][C:13]=2[C:18]([F:21])([F:19])[F:20])(=[O:23])[C:24]1[CH:25]=[CH:26][CH:27]=[CH:28][CH:29]=1. Procedure: The title compound was prepared from [4-(3-aminophenyl)-8-(trifluoromethyl)quinolin-3-yl](phenyl)methanone and 3-(4-formyl-phenyl)-acrylic acid according to the procedure of Example 66. MS (ESI) m/z 553.